From a dataset of the Open Reaction Database (ORD), a public repository of structured organic reaction records. describe an organic reaction: reactants, conditions, products, and yield Starting materials: COP(OC)OC (trimethylphosphite), C1(=CC=CC=C1)OC(=O)Cl (phenylchloroformate). Yields the product O(C1=CC=CC=C1)C(=O)P(OC)(OC)=O (Dimethyl phenoxycarbonylphosphonate). RXN SMILES: C[O:2][P:3]([O:6][CH3:7])[O:4][CH3:5].[C:8]1([O:14][C:15](Cl)=[O:16])[CH:13]=[CH:12][CH:11]=[CH:10][CH:9]=1>>[O:14]([C:15]([P:3](=[O:2])([O:6][CH3:7])[O:4][CH3:5])=[O:16])[C:8]1[CH:13]=[CH:12][CH:11]=[CH:10][CH:9]=1. Procedure details: From 10.0 ml (85 mmole) of trimethylphosphite and 10.0 g (64 mmole) of phenylchloroformate. (100° C., 2 hours). Yield 11.0 g (75%). Bp0.5 125°-7° C. nD25 1,4907. Starting materials: N1(CCC23CCC4=C(C12CCCC3)C=CC=C4)C(=O)OCC(Cl)(Cl)Cl (2,2,2-Trichloroethyl (+/-)-2,3,4,5-tetrahydro-3a,9b-butano-1H-benz[g]indole -1-carboxylate). The reagents and catalysts are [Zn] (zinc). The solvent is CO (methanol), C(C)(=O)O (acetic acid). Conditions: time 3 hour. Product: Cl.N1CCC23CCC4=C(C12CCCC3)C=CC=C4 ((+/-)-2,3,4,5-Tetrahydro-3a,9b-butano-1H-benz[g]indolehydrochloride). Yield: 54.5%. RXN SMILES: [N:1]1(C(OCC(Cl)(Cl)[Cl:23])=O)[C:9]23[CH2:10][CH2:11][CH2:12][CH2:13][C:4]2([CH2:5][CH2:6][C:7]2[CH:17]=[CH:16][CH:15]=[CH:14][C:8]=23)[CH2:3][CH2:2]1>CO.C(O)(=O)C.[Zn]>[ClH:23].[NH:1]1[C:9]23[CH2:10][CH2:11][CH2:12][CH2:13][C:4]2([CH2:5][CH2:6][C:7]2[CH:17]=[CH:16][CH:15]=[CH:14][C:8]=23)[CH2:3][CH2:2]1 |f:4.5|. Procedure: A solution of the product from Example 19 (0.70 g, 1.74 mmol) in 20 mL of methanol and 0.5 mL acetic acid was treated with zinc dust (1.58 g, 320 mesh) and the resulting suspension stirred at room temperature for three hours. The reaction mixture was filtered and the filtrate concentrated. The residue was dissolved in ether (30 mL) and extracted with aqueous 1N HCl (3×15 mL). The combined acid extracts are made basic (pH=11) with potassium carbonate and the resulting aqueous solution was extract... Reactants: Cc1ccc(S(=O)(=O)N2Cc3cc(Br)ccc3C2C)cc1, Br, CCC(=O)O, [H-], [Na+], Oc1ccccc1. Product: CC1NCc2cc(Br)ccc21. Reaction SMILES: [Br:1][c:2]1[cH:3][c:4]2[c:8]([cH:9][cH:10]1)[CH:7]([CH3:11])[N:6]([S:12]([c:13]1[cH:14][cH:15][c:16]([CH3:17])[cH:18][cH:19]1)(=[O:20])=[O:21])[CH2:5]2.[BrH:36].[CH3:29][CH2:30][C:31](=[O:32])[OH:33].[H-:34].[Na+:35].[OH:22][c:23]1[cH:24][cH:25][cH:26][cH:27][cH:28]1>>[Br:1][c:2]1[cH:3][c:4]2[c:8]([cH:9][cH:10]1)[CH:7]([CH3:11])[NH:6][CH2:5]2. The reactants are C(C)(C)(C)OC(=O)N1CCC(CC1)[C@@H]1CC=2C(=CN=C(C2)Cl)O1 ((S)-4-(5-chloro-2,3-dihydro-furo[2,3-c]pyridin-2-yl)-piperidine-1-carboxylic acid tert-butyl ester), CS(=O)(=O)N1CCC(=CC1)B1OC(C(O1)(C)C)(C)C (1-methanesulfonyl-4-(4,4,5,5-tetramethyl-[1,3,2]dioxaborolan-2-yl)-1,2,3,6-tetrahydro-pyridine), Intermediate 10. The product is C(C)(C)(C)OC(=O)N1CCC(CC1)[C@@H]1CC=2C(=CN=C(C2)C=2CCN(CC2)S(=O)(=O)C)O1 ((S)-4-[5-(1-Methanesulfonyl-1,2,3,6-tetrahydro-pyridin-4-yl)-2,3-dihydro-furo[2,3-c]pyridin-2-yl]-piperidine-1-carboxylic acid tert-butyl ester). RXN SMILES: [C:1]([O:5][C:6]([N:8]1[CH2:13][CH2:12][CH:11]([C@H:14]2[O:23][C:17]3=[CH:18][N:19]=[C:20](Cl)[CH:21]=[C:16]3[CH2:15]2)[CH2:10][CH2:9]1)=[O:7])([CH3:4])([CH3:3])[CH3:2].[CH3:24][S:25]([N:28]1[CH2:33][CH:32]=[C:31](B2OC(C)(C)C(C)(C)O2)[CH2:30][CH2:29]1)(=[O:27])=[O:26]>>[C:1]([O:5][C:6]([N:8]1[CH2:13][CH2:12][CH:11]([C@H:14]2[O:23][C:17]3=[CH:18][N:19]=[C:20]([C:31]4[CH2:32][CH2:33][N:28]([S:25]([CH3:24])(=[O:27])=[O:26])[CH2:29][CH:30]=4)[CH:21]=[C:16]3[CH2:15]2)[CH2:10][CH2:9]1)=[O:7])([CH3:4])([CH3:3])[CH3:2]. Procedure details: The title compound is prepared from (S)-4-(5-chloro-2,3-dihydro-furo[2,3-c]pyridin-2-yl)-piperidine-1-carboxylic acid tert-butyl ester and 1-methanesulfonyl-4-(4,4,5,5-tetramethyl-[1,3,2]dioxaborolan-2-yl)-1,2,3,6-tetrahydro-pyridine following a procedure analogous to that described for Intermediate 10. LC (method 3): tR=1.10 min; Mass spectrum (ESI+): m/z=464 [M+H]+. The reactants are N1=CC=CC2=CC=CC(=C12)C=O (8-quinolinecarboxaldehyde), N1(N=CC=C1)C1=CC=C(C=O)C=C1 (4-(1H-pyrazol-1-yl)-benzaldehyde). Product: N1=CC=CC2=CC=CC(=C12)C=CC=O (3-(8-Quinolinyl)-2-propenal). As a reaction SMILES: [N:1]1[C:10]2[C:5](=[CH:6][CH:7]=[CH:8][C:9]=2[CH:11]=O)[CH:4]=[CH:3][CH:2]=1.N1(C2C=C[C:21]([CH:22]=[O:23])=CC=2)C=CC=N1>>[N:1]1[C:10]2[C:5](=[CH:6][CH:7]=[CH:8][C:9]=2[CH:11]=[CH:21][CH:22]=[O:23])[CH:4]=[CH:3][CH:2]=1. Procedure details: The title compound was prepared by a procedure analogous to Reference Example 30 by substituting 8-quinolinecarboxaldehyde (prepared as described in J. Am. Chem. Soc. 1997, 119, 8891) for the 4-(1H-pyrazol-1-yl)-benzaldehyde of Reference Example 30. MS 184 (M+H)+.